From a dataset of the Open Reaction Database (ORD), a public repository of structured organic reaction records. describe an organic reaction: reactants, conditions, products, and yield Starting materials: B, C1CCOC1, Cc1ccc(C)n1-c1ccc(C(O)CNC(=O)C2CCc3cc(I)ccc3O2)cn1, CSC. The product is Cc1ccc(C)n1-c1ccc(C(O)CNCC2CCc3cc(I)ccc3O2)cn1. Reaction SMILES: [BH3:34].[CH2:35]1[O:36][CH2:37][CH2:38][CH2:39]1.[CH3:1][c:2]1[n:3](-[c:8]2[cH:9][cH:10][c:11]([CH:14]([CH2:15][NH:16][C:17](=[O:18])[CH:19]3[O:20][c:21]4[cH:22][cH:23][c:24]([I:29])[cH:25][c:26]4[CH2:27][CH2:28]3)[OH:30])[cH:12][n:13]2)[c:4]([CH3:7])[cH:5][cH:6]1.[CH3:31][S:32][CH3:33]>>[CH3:1][c:2]1[n:3](-[c:8]2[cH:9][cH:10][c:11]([CH:14]([CH2:15][NH:16][CH2:17][CH:19]3[O:20][c:21]4[cH:22][cH:23][c:24]([I:29])[cH:25][c:26]4[CH2:27][CH2:28]3)[OH:30])[cH:12][n:13]2)[c:4]([CH3:7])[cH:5][cH:6]1. Reactants: C(=O)(O)[O-].[Na+] (NaHCO3), C(C)OC(=O)C=1C=2N=CC=NC2C(=CC1)C1=C(C(=CC(=C1F)OC)OC)F (8-(2,6-difluoro-3,5-dimethoxy-phenyl)-quinoxaline-5-carboxylic acid ethyl ester), NC1=CC=C(C=N1)CN(CC(=O)N)C (2-[(6-amino-pyridin-3-ylmethyl)-methyl-amino]-acetamide), C[Al](C)C (trimethyl aluminum). Run in C(Cl)Cl (DCM), C(Cl)Cl.CO (DCM MeOH). Run at temperature 80 celsius, time 22 hour. Yields the product C(N)(=O)CN(C)CC=1C=CC(=NC1)NC(=O)C=1C=2N=CC=NC2C(=CC1)C1=C(C(=CC(=C1F)OC)OC)F (8-(2,6-Difluoro-3,5-dimethoxy-phenyl)-quinoxaline-5-carboxylic acid {5-[(carbamoylmethyl-methyl-amino)-methyl]-pyridin-2-yl}-amide). RXN SMILES: C(O[C:4]([C:6]1[C:7]2[N:8]=[CH:9][CH:10]=[N:11][C:12]=2[C:13]([C:16]2[C:21]([F:22])=[C:20]([O:23][CH3:24])[CH:19]=[C:18]([O:25][CH3:26])[C:17]=2[F:27])=[CH:14][CH:15]=1)=[O:5])C.[NH2:28][C:29]1[N:34]=[CH:33][C:32]([CH2:35][N:36]([CH3:41])[CH2:37][C:38]([NH2:40])=[O:39])=[CH:31][CH:30]=1.C[Al](C)C.C([O-])(O)=O.[Na+]>C(Cl)Cl.CO.C(Cl)Cl>[C:38]([CH2:37][N:36]([CH2:35][C:32]1[CH:31]=[CH:30][C:29]([NH:28][C:4]([C:6]2[C:7]3[N:8]=[CH:9][CH:10]=[N:11][C:12]=3[C:13]([C:16]3[C:17]([F:27])=[C:18]([O:25][CH3:26])[CH:19]=[C:20]([O:23][CH3:24])[C:21]=3[F:22])=[CH:14][CH:15]=2)=[O:5])=[N:34][CH:33]=1)[CH3:41])(=[O:39])[NH2:40] |f:3.4,5.6|. Reported procedure: The title compound was prepared in analogy to the procedure described in Example 115 but using 8-(2,6-difluoro-3,5-dimethoxy-phenyl)-quinoxaline-5-carboxylic acid ethyl ester (Step 124.1), 2-[(6-amino-pyridin-3-ylmethyl)-methyl-amino]-acetamide (Step 118.1), 2 equiv of trimethyl aluminum, stirring the reaction mixture for 22 h at 80° C. and pouring it onto a saturated aqueous solution of NaHCO3 and DCM. The title compound: ESI-MS: 523.1 [M+H]+; tR=3.53 min (System 1); TLC: Rf=0.16 (DCM/MeOH/NH3a... RXN SMILES: [Br:1][c:2]1[c:3]([S:11][c:12]2[nH:13][c:14]3[n:15][cH:16][n:17][c:18]([NH2:21])[c:19]3[n:20]2)[cH:4][c:5]2[c:6]([cH:10]1)[O:7][CH2:8][O:9]2.[Br:22][CH2:23][CH2:24][c:25]1[c:26]([Cl:31])[cH:27][cH:28][cH:29][cH:30]1>>[Br:1][c:2]1[c:3]([S:11][c:12]2[n:13]([CH2:23][CH2:24][c:25]3[c:26]([Cl:31])[cH:27][cH:28][cH:29][cH:30]3)[c:14]3[n:15][cH:16][n:17][c:18]([NH2:21])[c:19]3[n:20]2)[cH:4][c:5]2[c:6]([cH:10]1)[O:7][CH2:8][O:9]2. Reactants: Nc1ncnc2[nH]c(Sc3cc4c(cc3Br)OCO4)nc12, Clc1ccccc1CCBr. The product is Nc1ncnc2c1nc(Sc1cc3c(cc1Br)OCO3)n2CCc1ccccc1Cl. Starting materials: Cc1ccccc1, COC(=O)CC(Cc1ccc(OC)cc1CNCC(F)(F)F)C(=O)OC, O=C(O)C(F)(F)F. Yields the product COC(=O)CC1Cc2ccc(OC)cc2CN(CC(F)(F)F)C1=O. RXN SMILES: [CH3:34][c:35]1[cH:36][cH:37][cH:38][cH:39][cH:40]1.[CH3:8][O:9][C:10]([CH:11]([CH2:12][C:13](=[O:14])[O:15][CH3:16])[CH2:17][c:18]1[c:19]([CH2:26][NH:27][CH2:28][C:29]([F:30])([F:31])[F:32])[cH:20][c:21]([O:24][CH3:25])[cH:22][cH:23]1)=[O:33].[OH:1][C:2]([C:3]([F:4])([F:5])[F:6])=[O:7]>>[O:9]=[C:10]1[CH:11]([CH2:12][C:13](=[O:14])[O:15][CH3:16])[CH2:17][c:18]2[c:19]([cH:20][c:21]([O:24][CH3:25])[cH:22][cH:23]2)[CH2:26][N:27]1[CH2:28][C:29]([F:30])([F:31])[F:32]. The reactants are C(C=C)N(C(=O)NC1=CC=C(C=C1)OC)C=1C=C2C=CC(=NC2=CC1)N[C@@H]1CCC2=CC=CC=C12 (Allyl-1-[2-((R)-indan-1-ylamino)-quinolin-6-yl]-3-(4-methoxy-phenyl)-urea). Reagents/catalysts: [Pd] (Pd/C). The solvent is CO (methanol). Run at time 1 hour. Yields the product [C@H]1(CCC2=CC=CC=C12)NC1=NC2=CC=C(C=C2C=C1)N(C(=O)NC1=CC=C(C=C1)OC)CCC (1-[2-((R)-Indan-1-ylamino)-quinolin-6-yl]-3-(4-methoxy-phenyl)-1-propyl-urea). Isolated yield 32.1%. Reaction SMILES: [CH2:1]([N:4]([C:16]1[CH:17]=[C:18]2[C:23](=[CH:24][CH:25]=1)[N:22]=[C:21]([NH:26][C@H:27]1[C:35]3[C:30](=[CH:31][CH:32]=[CH:33][CH:34]=3)[CH2:29][CH2:28]1)[CH:20]=[CH:19]2)[C:5]([NH:7][C:8]1[CH:13]=[CH:12][C:11]([O:14][CH3:15])=[CH:10][CH:9]=1)=[O:6])[CH:2]=[CH2:3]>CO.[Pd]>[C@H:27]1([NH:26][C:21]2[CH:20]=[CH:19][C:18]3[C:23](=[CH:24][CH:25]=[C:16]([N:4]([CH2:1][CH2:2][CH3:3])[C:5]([NH:7][C:8]4[CH:9]=[CH:10][C:11]([O:14][CH3:15])=[CH:12][CH:13]=4)=[O:6])[CH:17]=3)[N:22]=2)[C:35]2[C:30](=[CH:31][CH:32]=[CH:33][CH:34]=2)[CH2:29][CH2:28]1. Procedure details: Allyl-1-[2-((R)-indan-1-ylamino)-quinolin-6-yl]-3-(4-methoxy-phenyl)-urea (38 mg, 0.08 mmol) was dissolved in methanol (2 mL). Pd/C (10 mg, 10%) was added and the reaction mixture was stirred under an atmosphere of hydrogen at ambient temperature for 1 h. Then the mixture was filtered, the filter washed with methanol and the filtrate concentrated and dried under high vacuum. The title compound (12 mg, 32%) was obtained as a yellow solid; MS: (ISP) 467.8 [(M+H)+]. Starting materials: O=C1C=2N(C3=C(N1)C=1C=CC=C(C1C3)CC(=O)OCC)C=C(N2)CC(=O)OCC (diethyl 4,5-dihydro-4-oxo-10H-imidazo[1,2-a]indeno[1,2-e]pyrazine-2,9-diacetate), Cl (hydrochloric acid). The solvent is O (water). Yields the product Cl.O=C1C=2N(C3=C(N1)C=1C=CC=C(C1C3)CC(=O)O)C=C(N2)CC(=O)O (4,5dihydro-4-oxo-10H-imidazo[1,2-a]indeno[1,2-e]pyrazine-2,9-diacetic acid hydrochloride). Reaction SMILES: [O:1]=[C:2]1[NH:7][C:6]2[C:8]3[CH:9]=[CH:10][CH:11]=[C:12]([CH2:15][C:16]([O:18]CC)=[O:17])[C:13]=3[CH2:14][C:5]=2[N:4]2[CH:21]=[C:22]([CH2:24][C:25]([O:27]CC)=[O:26])[N:23]=[C:3]12.[ClH:30]>O>[ClH:30].[O:1]=[C:2]1[NH:7][C:6]2[C:8]3[CH:9]=[CH:10][CH:11]=[C:12]([CH2:15][C:16]([OH:18])=[O:17])[C:13]=3[CH2:14][C:5]=2[N:4]2[CH:21]=[C:22]([CH2:24][C:25]([OH:27])=[O:26])[N:23]=[C:3]12 |f:3.4|. Procedure: A mixture of 0.68 g of diethyl 4,5-dihydro-4-oxo-10H-imidazo[1,2-a]indeno[1,2-e]pyrazine-2,9-diacetate and 20 ml of 6 N hydrochloric acid is heated for 16 hours at a temperature close to 100° C. The reaction mixture is cooled on a water and ice bath and the suspension is filtered. The insoluble matter is washed with 3×10 ml of acetone and dried under vacuum (1 mm Hg; 0.13 kPa) at close to 60° C. 0.43 g of 4,5dihydro-4-oxo-10H-imidazo[1,2-a]indeno[1,2-e]pyrazine-2,9-diacetic acid hydrochloride is... The reactants are C([O-])([O-])=O.[K+].[K+] (potassium carbonate), C(CC)S(=O)(=O)Cl (n-propanesulfonyl chloride), C(C)SC1CCS(C2=CC=C(C(=C12)C)C(=O)C=1C=NN(C1O)CC)(=O)=O (4-ethylthio-5-methyl-6-(1-ethyl-5-hydroxypyrazol-4-yl)carbonylthiochroman-1,1-dioxide). Reagents/catalysts: [Cl-].C(C1=CC=CC=C1)[N+](CC)(CC)CC (benzyltriethylammonium chloride). Solvent: O (water), C(Cl)Cl (methylene chloride). Yields the product C(C)SC1CCS(C2=CC=C(C(=C12)C)C(=O)C=1C=NN(C1OS(=O)(=O)CCC)CC)(=O)=O (4-ethylthio-5-methyl-6-(1-ethyl-5-n-propanesulfonyloxypyrazol-4-yl)carbonylthiochroman-1,1-dioxide). Yield: 59.9%. Reaction SMILES: [CH2:1]([S:3][CH:4]1[C:13]2[C:8](=[CH:9][CH:10]=[C:11]([C:15]([C:17]3[CH:18]=[N:19][N:20]([CH2:23][CH3:24])[C:21]=3[OH:22])=[O:16])[C:12]=2[CH3:14])[S:7](=[O:26])(=[O:25])[CH2:6][CH2:5]1)[CH3:2].C(=O)([O-])[O-].[K+].[K+].[CH2:33]([S:36](Cl)(=[O:38])=[O:37])[CH2:34][CH3:35]>C(Cl)Cl.O.[Cl-].C([N+](CC)(CC)CC)C1C=CC=CC=1>[CH2:1]([S:3][CH:4]1[C:13]2[C:8](=[CH:9][CH:10]=[C:11]([C:15]([C:17]3[CH:18]=[N:19][N:20]([CH2:23][CH3:24])[C:21]=3[O:22][S:36]([CH2:33][CH2:34][CH3:35])(=[O:38])=[O:37])=[O:16])[C:12]=2[CH3:14])[S:7](=[O:26])(=[O:25])[CH2:6][CH2:5]1)[CH3:2] |f:1.2.3,7.8|. Procedure: 0.27 Gram (0.7 mmol) of 4-ethylthio-5-methyl-6-(1-ethyl-5-hydroxypyrazol-4-yl)carbonylthiochroman-1,1-dioxide was dissolved in 3 ml of methylene chloride, and then a solution of 0.2 g (1.4 mmol) of potassium carbonate in 2 ml of water was added. Further, 0.16 ml (1.4 mmol) of n-propanesulfonyl chloride and 20 mg (0.08 mmol) of benzyltriethylammonium chloride were added, and the mixture was allowed to react at room temperature for 1 day. After the completion of the reaction, a methylene chloride ... Reactants: CO, [H][H], [N-]=[N+]=NCC1(O)CCCn2cncc21. The product is NCC1(O)CCCn2cncc21. Reaction SMILES: [CH3:17][OH:18].[H:15][H:16].[N:1](=[N+:2]=[N-:3])[CH2:4][C:5]1([OH:14])[c:6]2[n:7]([cH:11][n:12][cH:13]2)[CH2:8][CH2:9][CH2:10]1>>[NH2:1][CH2:4][C:5]1([OH:14])[c:6]2[n:7]([cH:11][n:12][cH:13]2)[CH2:8][CH2:9][CH2:10]1. Reactants: CC1=CC=C(C=C1)S(=O)(=O)N(CC)CC.C(C=C)(=O)[O-] (methyl 4-(diethylaminosulfonyl)benzene 2-propenoate), C(C)O (ethanol). Reagents/catalysts: [Pd] (Pd on carbon). The product is C(C)N(S(=O)(=O)C1=CC=C(C=C1)CCC(=O)OC)CC (Methyl 4-(Diethylaminosulfonyl)benzenepropanoate). Reaction SMILES: [CH3:1][C:2]1[CH:7]=[CH:6][C:5]([S:8]([N:11]([CH2:14][CH3:15])[CH2:12][CH3:13])(=[O:10])=[O:9])=[CH:4][CH:3]=1.[C:16]([O-:20])(=[O:19])[CH:17]=C.[CH2:21](O)C>[Pd]>[CH2:14]([N:11]([CH2:12][CH3:13])[S:8]([C:5]1[CH:6]=[CH:7][C:2]([CH2:1][CH2:17][C:16]([O:20][CH3:21])=[O:19])=[CH:3][CH:4]=1)(=[O:10])=[O:9])[CH3:15] |f:0.1|. Procedure details: To 14.5 g of N,N-diethyl-4-bromobenzenesulfonamide (50 mmol) (prepared by reaction of 4-bromobenzenesulfonyl chloride with diethylamine) was added 13.8 g of tetrabutylammonium chloride (50 mmol), 10.3 g of NaHCO3 (124 mmol), 266 mg of palladium (II) acetate (1.07 mmol) and 100 mL of DMF in the order given. To this suspension was added 8.8 ml of methyl acrylate (98 mmol) and the reaction was stirred 1 hour at 80°. The reaction was cooled, 500 mL of water and 900 mL of ether were added, the layers... Starting materials: CC(C)(CO[Si](C)(C)C(C)(C)C)Cn1cc(SC2CCN(C(=O)OC(C)(C)C)CC2)c2cc(Br)ccc2c1=O, O=C([O-])[O-], Cc1c(F)cc(C(=O)NC2CC2)cc1B1OC(C)(C)C(C)(C)O1, [K+], [K+], CN(C)C=O. Product: Cc1c(F)cc(C(=O)NC2CC2)cc1-c1ccc2c(=O)n(CC(C)(C)CO[Si](C)(C)C(C)(C)C)cc(SC3CCN(C(=O)OC(C)(C)C)CC3)c2c1. Reaction SMILES: [Br:1][c:2]1[cH:3][c:4]2[c:5]([S:26][CH:27]3[CH2:28][CH2:29][N:30]([C:33](=[O:34])[O:35][C:36]([CH3:37])([CH3:38])[CH3:39])[CH2:31][CH2:32]3)[cH:6][n:7]([CH2:13][C:14]([CH2:15][O:16][Si:17]([CH3:18])([CH3:19])[C:20]([CH3:21])([CH3:22])[CH3:23])([CH3:24])[CH3:25])[c:8](=[O:12])[c:9]2[cH:10][cH:11]1.[C:63](=[O:64])([O-:65])[O-:66].[CH:40]1([NH:43][C:44]([c:45]2[cH:46][c:47]([F:61])[c:48]([CH3:60])[c:49]([B:51]3[O:52][C:53]([CH3:54])([CH3:55])[C:56]([CH3:57])([CH3:58])[O:59]3)[cH:50]2)=[O:62])[CH2:41][CH2:42]1.[K+:67].[K+:68].[O:69]=[CH:70][N:71]([CH3:72])[CH3:73]>>[c:2]1(-[c:49]2[c:48]([CH3:60])[c:47]([F:61])[cH:46][c:45]([C:44]([NH:43][CH:40]3[CH2:41][CH2:42]3)=[O:62])[cH:50]2)[cH:3][c:4]2[c:5]([S:26][CH:27]3[CH2:28][CH2:29][N:30]([C:33](=[O:34])[O:35][C:36]([CH3:37])([CH3:38])[CH3:39])[CH2:31][CH2:32]3)[cH:6][n:7]([CH2:13][C:14]([CH2:15][O:16][Si:17]([CH3:18])([CH3:19])[C:20]([CH3:21])([CH3:22])[CH3:23])([CH3:24])[CH3:25])[c:8](=[O:12])[c:9]2[cH:10][cH:11]1.